Dataset: the Open Reaction Database (ORD), a public repository of structured organic reaction records. Task: describe an organic reaction: reactants, conditions, products, and yield Reactants: [Br-], CCCC[N+](CCCC)(CCCC)CCCC, ClCc1ncc2ccccc2n1, [K+], [K+], O=C([O-])[O-], CN(C)C=O, OCc1cccc(O)c1. Yields the product OCc1cccc(OCc2ncc3ccccc3n2)c1. Reaction SMILES: [Br-:33].[CH2:34]([N+:35]([CH2:36][CH2:37][CH2:38][CH3:39])([CH2:40][CH2:41][CH2:42][CH3:43])[CH2:44][CH2:45][CH2:46][CH3:47])[CH2:48][CH2:49][CH3:50].[Cl:1][CH2:2][c:3]1[n:4][c:5]2[cH:6][cH:7][cH:8][cH:9][c:10]2[cH:11][n:12]1.[K+:13].[K+:14].[O-:15][C:16]([O-:17])=[O:18].[O:28]=[CH:29][N:30]([CH3:31])[CH3:32].[OH:19][CH2:20][c:21]1[cH:22][cH:23][cH:24][c:25]([OH:26])[cH:27]1>>[CH2:2]([c:3]1[n:4][c:5]2[cH:6][cH:7][cH:8][cH:9][c:10]2[cH:11][n:12]1)[O:26][c:25]1[cH:24][cH:23][cH:22][c:21]([CH2:20][OH:19])[cH:27]1.